Dataset: the Open Reaction Database (ORD), a public repository of structured organic reaction records. Task: describe an organic reaction: reactants, conditions, products, and yield Starting materials: Cl, O, COc1cc2c(c(Cl)c1Cl)C(=O)C(c1ccccc1)(c1ccccc1)C2, c1ccncc1. The product is O=C1c2c(cc(O)c(Cl)c2Cl)CC1(c1ccccc1)c1ccccc1. Reaction SMILES: [ClH:27].[OH2:34].[c:1]1([C:7]2([c:21]3[cH:22][cH:23][cH:24][cH:25][cH:26]3)[C:8](=[O:20])[c:9]3[c:10]([Cl:19])[c:11]([Cl:18])[c:12]([O:16][CH3:17])[cH:13][c:14]3[CH2:15]2)[cH:2][cH:3][cH:4][cH:5][cH:6]1.[n:28]1[cH:29][cH:30][cH:31][cH:32][cH:33]1>>[c:1]1([C:7]2([c:21]3[cH:22][cH:23][cH:24][cH:25][cH:26]3)[C:8](=[O:20])[c:9]3[c:10]([Cl:19])[c:11]([Cl:18])[c:12]([OH:16])[cH:13][c:14]3[CH2:15]2)[cH:2][cH:3][cH:4][cH:5][cH:6]1. The reactants are COCCOC, NCc1ccc(C(F)(F)F)cc1, N#Cc1c(OS(=O)(=O)C(F)(F)F)nc(N)nc1C1=CCCO1. The product is N#Cc1c(NCc2ccc(C(F)(F)F)cc2)nc(N)nc1C1=CCCO1. Reaction SMILES: [CH3:35][O:36][CH2:37][CH2:38][O:39][CH3:40].[F:23][C:24]([c:25]1[cH:26][cH:27][c:28]([CH2:29][NH2:30])[cH:31][cH:32]1)([F:33])[F:34].[NH2:1][c:2]1[n:3][c:4]([C:18]2=[CH:22][CH2:21][CH2:20][O:19]2)[c:5]([C:16]#[N:17])[c:6]([O:8][S:9]([C:10]([F:11])([F:12])[F:13])(=[O:14])=[O:15])[n:7]1>>[NH2:1][c:2]1[n:3][c:4]([C:18]2=[CH:22][CH2:21][CH2:20][O:19]2)[c:5]([C:16]#[N:17])[c:6]([NH:30][CH2:29][c:28]2[cH:27][cH:26][c:25]([C:24]([F:23])([F:33])[F:34])[cH:32][cH:31]2)[n:7]1. Reactants: COc1ccc(C(c2ccc(O)cc2)c2cccc3ccccc23)cc1, CC(C)=O, ClCCN1CCCC1, Cl, [K+], [K+], O=C([O-])[O-], c1ccccc1. Yields the product COc1ccc(C(c2ccc(OCCN3CCCC3)cc2)c2cccc3ccccc23)cc1, Cl. As a reaction SMILES: [CH3:1][O:2][c:3]1[cH:4][cH:5][c:6]([CH:9]([c:10]2[cH:11][cH:12][cH:13][c:14]3[cH:15][cH:16][cH:17][cH:18][c:19]23)[c:20]2[cH:21][cH:22][c:23]([OH:26])[cH:24][cH:25]2)[cH:7][cH:8]1.[CH3:42][C:43](=[O:44])[CH3:45].[Cl:34][CH2:35][CH2:36][N:37]1[CH2:38][CH2:39][CH2:40][CH2:41]1.[ClH:33].[K+:27].[K+:28].[O-:29][C:30]([O-:31])=[O:32].[cH:46]1[cH:47][cH:48][cH:49][cH:50][cH:51]1>>[CH3:1][O:2][c:3]1[cH:4][cH:5][c:6]([CH:9]([c:10]2[cH:11][cH:12][cH:13][c:14]3[cH:15][cH:16][cH:17][cH:18][c:19]23)[c:20]2[cH:21][cH:22][c:23]([O:26][CH2:35][CH2:36][N:37]3[CH2:38][CH2:39][CH2:40][CH2:41]3)[cH:24][cH:25]2)[cH:7][cH:8]1.[ClH:34]. The reactants are N1=CNC2=C1C=CC(=C2)N (benzimidazol-5-amine), CC(CCC)=O (2-pentanal), [BH4-].[Na+] (NaBH4). The product is CC(CCC)NC1=CC2=C(NC=N2)C=C1 (N-(Pentan-2-yl)-1H-benzo[d]imidazol-5-amine). RXN SMILES: [N:1]1[C:5]2[CH:6]=[CH:7][C:8]([NH2:10])=[CH:9][C:4]=2[NH:3][CH:2]=1.[CH3:11][C:12](=O)[CH2:13][CH2:14][CH3:15].[BH4-].[Na+]>>[CH3:11][CH:12]([NH:10][C:8]1[CH:7]=[CH:6][C:5]2[NH:1][CH:2]=[N:3][C:4]=2[CH:9]=1)[CH2:13][CH2:14][CH3:15] |f:2.3|. Procedure: The compound was synthesized starting from benzimidazol-5-amine (399 mg; 3 mmol; 1 eq.), 2-pentanal (284 mg; 0.351 ml; 3.3 mmol; 1.1 eq) and NaBH4 (228 mg; 6 mmol; 2 eq.) as described in method 3; Yield: 0.264 g (43.3%); MS m/z: 204.4 [M+H]+; 1H-NMR (400 MHz, DMSO d6): δ 0.88 (t, 3H, 3J=7.5 Hz); 1.10 (d, 3H, 3J=6.2 Hz); 1.32-1.42 (m, 3H); 1.49-1.56 (m, 1H); 3.35-3.37 (m, 1H); 5.02 (br s, 1H); 6.52-6.55 (m, 2H); 7.25 (d, 1H, 3J=8.7 Hz); 7.83 (s, 1H); 11.81 (br s, 1H); HPLC (METHOD [A]): rt 7.79 m...